This data is from the Open Reaction Database (ORD), a public repository of structured organic reaction records. The task is: describe an organic reaction: reactants, conditions, products, and yield Starting materials: C23H25Cl2N5O2, ClC1=CC2=C(NC(=N2)[C@H](C)NC(C2=CC(=C(C=C2)C(=O)N2[C@@H](CCC2)CCNC(=O)OC(C)(C)C)Cl)=O)C=C1 (N-[(1S)-1-(5-chloro-1H-benzimidazol-2-yl)ethyl]-3-chloro-4-{(2S)-2-[2-(N-tert-butoxycarbonylamino)ethyl]pyrrolidin-1-ylcarbonyl}benzamide), FC(C(=O)O)(F)F (trifluoroacetic acid), ClCl (chlorine), ClCCl.CO.N (dichloromethane methanol ammonia). Yields the product ClC1=CC2=C(NC(=N2)[C@H](C)NC(C2=CC(=C(C=C2)C(=O)N2[C@@H](CCC2)CCN)Cl)=O)C=C1 (N-[(1S)-1-(5-chloro-1H-benzimidazol-2-yl)ethyl]-3-chloro-4-[(2S)-2-(2-aminoethyl)pyrrolidin-1-ylcarbonyl]benzamide). As a reaction SMILES: [Cl:1][C:2]1[CH:39]=[CH:38][C:5]2[NH:6][C:7]([C@@H:9]([NH:11][C:12](=[O:37])[C:13]3[CH:18]=[CH:17][C:16]([C:19]([N:21]4[CH2:25][CH2:24][CH2:23][C@H:22]4[CH2:26][CH2:27][NH:28]C(OC(C)(C)C)=O)=[O:20])=[C:15]([Cl:36])[CH:14]=3)[CH3:10])=[N:8][C:4]=2[CH:3]=1.FC(F)(F)C(O)=O.ClCCl.CO.N.ClCl>>[Cl:1][C:2]1[CH:39]=[CH:38][C:5]2[NH:6][C:7]([C@@H:9]([NH:11][C:12](=[O:37])[C:13]3[CH:18]=[CH:17][C:16]([C:19]([N:21]4[CH2:25][CH2:24][CH2:23][C@H:22]4[CH2:26][CH2:27][NH2:28])=[O:20])=[C:15]([Cl:36])[CH:14]=3)[CH3:10])=[N:8][C:4]=2[CH:3]=1 |f:2.3.4|. Reported procedure: Prepared analogously to Example 17 from N-[(1S)-1-(5-chloro-1H-benzimidazol-2-yl)ethyl]-3-chloro-4-{(2S)-2-[2-(N-tert-butoxycarbonylamino)ethyl]pyrrolidin-1-ylcarbonyl}benzamide and trifluoroacetic acid. Yield: quantitative; Rf value: 0.10 (silica gel; dichloromethane/methanol/ammonia=9:1:0.1); C23H25Cl2N5O2 (474.39); mass spectrum: (M+H)+=474/476/478 (chlorine isotope). Starting materials: Br (hydrobromic acid), COC=1C(C2=CC3=CC(=C(C=C3C2=CC1OC)OC)OC)=O (2,3,6,7-tetramethoxyfluorenone). Run in C(C)(=O)O (acetic acid). Yields the product OC=1C(C2=CC3=CC(=C(C=C3C2=CC1O)O)O)=O (2,3,6,7-tetrahydroxyfluorenone). The yield is 76.9%. As a reaction SMILES: Br.C[O:3][C:4]1[C:5](=[O:23])[C:6]2[C:14](=[CH:15][C:16]=1[O:17]C)[C:13]1[C:8](=[CH:9][C:10]([O:21]C)=[C:11]([O:19]C)[CH:12]=1)[CH:7]=2>C(O)(=O)C>[OH:3][C:4]1[C:5](=[O:23])[C:6]2[C:14](=[CH:15][C:16]=1[OH:17])[C:13]1[C:8](=[CH:9][C:10]([OH:21])=[C:11]([OH:19])[CH:12]=1)[CH:7]=2. Procedure: To a mixed solution of acetic acid (20 ml) and 47% hydrobromic acid (10 ml), 2,3,6,7-tetramethoxyfluorenone (8.0 g) was added and the mixture was refluxed for 15 hours. After cooling, the precipitated crystals were filtered, washed with water and then recrystallized from water-containing ethanol to give 5.0 g of 2,3,6,7-tetrahydroxyfluorenone as a claret powder. Reactants: C(C)OC(COC)=O (methoxyacetic acid ethyl ester), BrCC1=CC=C(C2=CC=CC=C12)OCCC=1N=C(OC1C)C1=CC=CC=C1 (4-[2-(4-bromomethyl-naphthalen-1-yloxy)-ethyl]-5-methyl-2-phenyl-oxazole), [Li]CCCC (nBuLi), C(C)(C)NC(C)C (diisopropylamine), C(=O)=O (dry ice). Solvent: C1CCOC1 (THF), C1CCOC1 (THF), C1CCOC1 (THF), CN1CCCN(C1=O)C (DMPU). Yields the product [Li+].CC(C)[N-]C(C)C (LDA), C(C)OC(C(CC1=CC=C(C2=CC=CC=C12)OCCC=1N=C(OC1C)C1=CC=CC=C1)OC)=O (2-Methoxy-3-{4-[2-(5-methyl-2-phenyl-oxazol-4-yl)-ethoxy]-naphthalen-1-yl}-propionic acid ethyl ester). RXN SMILES: [Li:1]CCCC.[CH:6]([NH:9][CH:10]([CH3:12])[CH3:11])([CH3:8])[CH3:7].[CH2:13]([O:15][C:16](=[O:20])[CH2:17][O:18][CH3:19])[CH3:14].Br[CH2:22][C:23]1[C:32]2[C:27](=[CH:28][CH:29]=[CH:30][CH:31]=2)[C:26]([O:33][CH2:34][CH2:35][C:36]2[N:37]=[C:38]([C:42]3[CH:47]=[CH:46][CH:45]=[CH:44][CH:43]=3)[O:39][C:40]=2[CH3:41])=[CH:25][CH:24]=1.C(=O)=O>CN1C(=O)N(C)CCC1.C1COCC1>[Li+:1].[CH3:7][CH:6]([N-:9][CH:10]([CH3:12])[CH3:11])[CH3:8].[CH2:13]([O:15][C:16](=[O:20])[CH:17]([O:18][CH3:19])[CH2:22][C:23]1[C:32]2[C:27](=[CH:28][CH:29]=[CH:30][CH:31]=2)[C:26]([O:33][CH2:34][CH2:35][C:36]2[N:37]=[C:38]([C:42]3[CH:47]=[CH:46][CH:45]=[CH:44][CH:43]=3)[O:39][C:40]=2[CH3:41])=[CH:25][CH:24]=1)[CH3:14] |f:7.8|. Procedure details: LDA was prepared by adding via syringe 1.0 ml nBuLi (1.5 M, hexane) to a solution of 0.162 g (1.6 mmol) of diisopropylamine in 3 ml of abs. THF at −5°. After cooling to −78°, 0.177 g of methoxyacetic acid ethyl ester (1.50 mmol), dissolved in 1 ml of abs. THF, was added and the mixture kept for 15 Min. at that temperature to ensure complete deprotonation. 0.38 g of crude 4-[2-(4-bromomethyl-naphthalen-1-yloxy)-ethyl]-5-methyl-2-phenyl-oxazole (<0.90 mmol, prepared as described above on a 1 mmol ... The reactants are BrCCBr, CC[N+](CC)(CC)Cc1ccccc1, [Cl-], N#CCc1ccc(F)c(Cl)c1, [Na+], [OH-], O. Yields the product N#CC1(c2ccc(F)c(Cl)c2)CC1. Reaction SMILES: [Br:12][CH2:13][CH2:14][Br:15].[CH2:19]([N+:20]([CH2:21][CH3:22])([CH2:23][CH3:24])[CH2:25][CH3:26])[c:27]1[cH:28][cH:29][cH:30][cH:31][cH:32]1.[Cl-:18].[Cl:1][c:2]1[cH:3][c:4]([CH2:9][C:10]#[N:11])[cH:5][cH:6][c:7]1[F:8].[Na+:17].[OH-:16].[OH2:33]>>[Cl:1][c:2]1[cH:3][c:4]([C:9]2([C:10]#[N:11])[CH2:13][CH2:14]2)[cH:5][cH:6][c:7]1[F:8]. Reactants: CC1=CC(=NC=C1)C1=CC=C(C=C1)[N+](=O)[O-] (4-methyl-2-(4-nitrophenyl)pyridine), OO (hydrogen peroxide), OO (hydrogen peroxide). Reagents/catalysts: [C].[Pd] (palladium-carbon). The solvent is C(C)(=O)O (acetic acid). Conditions: time 17 hour. The product is CC1=CC(=[N+](C=C1)[O-])C1=CC=C(C=C1)[N+](=O)[O-] (4-methyl-2-(4-nitrophenyl)pyridine N-oxide). As a reaction SMILES: [CH3:1][C:2]1[CH:7]=[CH:6][N:5]=[C:4]([C:8]2[CH:13]=[CH:12][C:11]([N+:14]([O-:16])=[O:15])=[CH:10][CH:9]=2)[CH:3]=1.[OH:17]O>[C].[Pd].C(O)(=O)C>[CH3:1][C:2]1[CH:7]=[CH:6][N+:5]([O-:17])=[C:4]([C:8]2[CH:9]=[CH:10][C:11]([N+:14]([O-:16])=[O:15])=[CH:12][CH:13]=2)[CH:3]=1 |f:2.3|. Reported procedure: A mixture of 4-methyl-2-(4-nitrophenyl)pyridine (25.8 g), acetic acid (130 ml) and 30% hydrogen peroxide (27.5 ml) is agitated at 75°-85° C. for 17 hours. To the mixture is added 10% palladium-carbon in order to decompose excess amount of hydrogen peroxide, and then the palladium-carbon is removed by filtration. The filtrate is concentrated, and the concentrated solution is made alkaline with potassium carbonate and extracted with ethyl acetate. The extract is washed with water and dried, and et... Starting materials: [Li+].[BH4-] (LiBH4), COC(C1=C(C(=CC=C1)C)OC)=O (2-methoxy-3-methyl-benzoic acid methyl ester), CO (MeOH). Solvent: CCOCC (Et2O). Run at time 5 minute. Yields the product COC1=C(C=CC=C1C)CO ((2-Methoxy-3-methyl-phenyl)-methanol). Reaction SMILES: [Li+].[BH4-].C[O:4][C:5](=O)[C:6]1[CH:11]=[CH:10][CH:9]=[C:8]([CH3:12])[C:7]=1[O:13][CH3:14].CO>CCOCC>[CH3:14][O:13][C:7]1[C:8]([CH3:12])=[CH:9][CH:10]=[CH:11][C:6]=1[CH2:5][OH:4] |f:0.1|. Procedure details: LiBH4 (5.10 g, 0.23 mmol) was added to a solution of 2-methoxy-3-methyl-benzoic acid methyl ester (8.46 g, 47.00 mmol) in Et2O at 0° C. The reaction mixture was stirred for 5 minutes, MeOH (9.50 mL, 0.23 mmol) was added in a dropwise fashion. The reaction mixture was then stirred for 30 minutes, and was quenched into 1N NaOH. The resulting solution was extracted with Et2O (3×200 mL) and the combined organic phases were washed with brine (1×150 mL), dried over MgSO4 and concentrated to afford the...